This data is from the Open Reaction Database (ORD), a public repository of structured organic reaction records. The task is: describe an organic reaction: reactants, conditions, products, and yield Reactants: CC(C)([O-])C.[K+] (Potassium tert-butoxide), CC(CC=1N=C(N(C1)C(C1=CC=CC=C1)(C1=CC=CC=C1)C1=CC=CC=C1)CC(O)C1=CC=C(C=C1)C1=NC=C(C=C1)F)(CC)C (2-[4-(2,2-dimethylbutyl)-1-trityl-1H-imidazol-2-yl]-1-[4-(5-fluoropyridin-2-yl)phenyl]ethanol), CI (methyl iodide). Solvent: C(C)(C)(C)O (tert-butanol). Reaction conditions: time 8 hour. Yields the product CC(CC=1N=C(N(C1)C(C1=CC=CC=C1)(C1=CC=CC=C1)C1=CC=CC=C1)CC(OC)C1=CC=C(C=C1)C1=NC=C(C=C1)F)(CC)C (2-(4-{2-[4-(2,2-dimethylbutyl)-1-trityl-1H-imidazol-2-yl]-1-methoxyethyl}phenyl)-5-fluoropyridine). As a reaction SMILES: [CH3:1]C(C)([O-])C.[K+].[CH3:7][C:8]([CH3:52])([CH2:50][CH3:51])[CH2:9][C:10]1[N:11]=[C:12]([CH2:34][CH:35]([C:37]2[CH:42]=[CH:41][C:40]([C:43]3[CH:48]=[CH:47][C:46]([F:49])=[CH:45][N:44]=3)=[CH:39][CH:38]=2)[OH:36])[N:13]([C:15]([C:28]2[CH:33]=[CH:32][CH:31]=[CH:30][CH:29]=2)([C:22]2[CH:27]=[CH:26][CH:25]=[CH:24][CH:23]=2)[C:16]2[CH:21]=[CH:20][CH:19]=[CH:18][CH:17]=2)[CH:14]=1.CI>C(O)(C)(C)C>[CH3:7][C:8]([CH3:52])([CH2:50][CH3:51])[CH2:9][C:10]1[N:11]=[C:12]([CH2:34][CH:35]([C:37]2[CH:38]=[CH:39][C:40]([C:43]3[CH:48]=[CH:47][C:46]([F:49])=[CH:45][N:44]=3)=[CH:41][CH:42]=2)[O:36][CH3:1])[N:13]([C:15]([C:28]2[CH:33]=[CH:32][CH:31]=[CH:30][CH:29]=2)([C:16]2[CH:17]=[CH:18][CH:19]=[CH:20][CH:21]=2)[C:22]2[CH:27]=[CH:26][CH:25]=[CH:24][CH:23]=2)[CH:14]=1 |f:0.1|. Procedure details: Potassium tert-butoxide (21 mg, 0.19 mmol) was added to a solution of 2-[4-(2,2-dimethylbutyl)-1-trityl-1H-imidazol-2-yl]-1-[4-(5-fluoropyridin-2-yl)phenyl]ethanol (104 gm, 0.17 mmol) and methyl iodide (19 μL, 0.31 mmol) in tert-butanol (17 mL) at ambient temperature. After stirring overnight, the reaction mixture was washed with brine (100 mL), dried (magnesium sulfate) and concentrated in vacuo. Chromatography over silica eluting with 0-50% ethyl acetate/hexane afforded 2-(4-{2-[4-(2,2-dimethy... The reactants are BrC1=CC=C(C=C1)C1(CCN(CC1)C(=O)OC(C)(C)C)O (tert-butyl 4-(4-bromophenyl)-4-hydroxypiperidine-1-carboxylate), CC1N(CCC(C1)=O)C(=O)OC(C)(C)C (tert-butyl 2-methyl-4-oxopiperidine-1-carboxylate). Product: BrC1=CC=C(C=C1)C1(CC(N(CC1)C(=O)OC(C)(C)C)C)O (tert-Butyl 4-(4-bromophenyl)-4-hydroxy-2-methylpiperidine-1-carboxylate). RXN SMILES: [Br:1][C:2]1[CH:7]=[CH:6][C:5]([C:8]2([OH:21])[CH2:13][CH2:12][N:11]([C:14]([O:16][C:17]([CH3:20])([CH3:19])[CH3:18])=[O:15])[CH2:10][CH2:9]2)=[CH:4][CH:3]=1.[CH3:22]C1CC(=O)CCN1C(OC(C)(C)C)=O>>[Br:1][C:2]1[CH:3]=[CH:4][C:5]([C:8]2([OH:21])[CH2:9][CH2:10][N:11]([C:14]([O:16][C:17]([CH3:18])([CH3:20])[CH3:19])=[O:15])[CH:12]([CH3:22])[CH2:13]2)=[CH:6][CH:7]=1. Procedure details: The title compound was synthesized using a procedure similar to that used for the preparation of compound 1.1 and using tert-butyl 2-methyl-4-oxopiperidine-1-carboxylate in place of tert-butyl 4-oxopiperidine-1-carboxylate. Yield: 63.5%. Reactants: C(C)(=O)OCC (ethyl acetate), C(C)OC(=O)C=1C(=C(NC1CCCOS(=O)(=O)C)C(=O)OC(C)(C)C)C (5-(3-Methanesulfonyloxy-propyl)-3-methyl-1H-pyrrole-2,4-dicarboxylic acid 2-tert-butyl ester 4-ethyl ester), N1(CCCC1)CCN (2-pyrrolidin-1-yl-ethylamine), CO (methanol). Procedure details: 5-(3-Methanesulfonyloxy-propyl)-3-methyl-1H-pyrrole-2,4-dicarboxylic acid 2-tert-butyl ester 4-ethyl ester 1 g (8.462 g, 21.75 mmol) was dissolved in 2-pyrrolidin-1-yl-ethylamine (6.3 ml, 49.79) under stirring, the resulting solution was stirred at room temperature overnight. After thin lay chromatography showed the disappearance of starting materials, the reaction mixture was added with ethyl acetate (200 ml) and a little methanol until a clear solution was obtained. The mixture was washed with... RXN SMILES: [CH2:1]([O:3][C:4]([C:6]1[C:7]([CH3:26])=[C:8]([C:19]([O:21][C:22]([CH3:25])([CH3:24])[CH3:23])=[O:20])[NH:9][C:10]=1[CH2:11][CH2:12][CH2:13]OS(C)(=O)=O)=[O:5])[CH3:2].C(OCC)(=O)C.CO.[N:35]1([CH2:40][CH2:41][NH2:42])[CH2:39][CH2:38][CH2:37][CH2:36]1>>[CH2:1]([O:3][C:4]([C:6]1[C:7]([CH3:26])=[C:8]([C:19]([O:21][C:22]([CH3:25])([CH3:24])[CH3:23])=[O:20])[NH:9][C:10]=1[CH2:11][CH2:12][CH2:13][NH:42][CH2:41][CH2:40][N:35]1[CH2:39][CH2:38][CH2:37][CH2:36]1)=[O:5])[CH3:2]. Yields the product C(C)OC(=O)C=1C(=C(NC1CCCNCCN1CCCC1)C(=O)OC(C)(C)C)C (3-methyl-5-[3-(2-pyrrolidin-1-yl-ethylamino)-propyl]-1H-pyrrole-2,4-dicarboxylic acid 2-tert-butyl ester 4-ethyl ester). Reported procedure: In analogy to example 151, step 3, 5,5′-[1-(2-chlorophenyl)-3-oxopropane-1,3-diyl]bis(1-methylpyridin-2(1H)-one) was reacted with hydroxylamine hydrochloride in the presence of NaHCO3 to give the title compound containing less than 10% of the corresponding Z isomer as an off-white solid, MS (ESI+): m/z=398.1 [M+H]+. As a reaction SMILES: [Cl:1][C:2]1[CH:7]=[CH:6][CH:5]=[CH:4][C:3]=1[CH:8]([C:20]1[CH:21]=[CH:22][C:23](=[O:27])[N:24]([CH3:26])[CH:25]=1)[CH2:9][C:10]([C:12]1[CH:13]=[CH:14][C:15](=[O:19])[N:16]([CH3:18])[CH:17]=1)=O.Cl.[NH2:29][OH:30].C([O-])(O)=O.[Na+]>>[Cl:1][C:2]1[CH:7]=[CH:6][CH:5]=[CH:4][C:3]=1[CH:8]([C:20]1[CH:21]=[CH:22][C:23](=[O:27])[N:24]([CH3:26])[CH:25]=1)[CH2:9]/[C:10](/[C:12]1[CH:13]=[CH:14][C:15](=[O:19])[N:16]([CH3:18])[CH:17]=1)=[N:29]\[OH:30] |f:1.2,3.4|. Yields the product ClC1=C(C=CC=C1)C(C\C(=N/O)\C=1C=CC(N(C1)C)=O)C=1C=CC(N(C1)C)=O ((E)-5,5′-(1-(2-Chlorophenyl)-3-(hydroxyimino)propane-1,3-diyl)bis(1-methylpyridin-2(1H)-one)). Reactants: ClC1=C(C=CC=C1)C(CC(=O)C=1C=CC(N(C1)C)=O)C=1C=CC(N(C1)C)=O (5,5′-[1-(2-chlorophenyl)-3-oxopropane-1,3-diyl]bis(1-methylpyridin-2(1H)-one)), Cl.NO (hydroxylamine hydrochloride), C(=O)(O)[O-].[Na+] (NaHCO3). The solvent is C(CCl)Cl (EDC), C(C)(=O)OCC (ethyl acetate). RXN SMILES: [NH2:1][C:2]1[N:7]=[C:6]([C@:8]2([CH3:40])[C:13]([F:15])([F:14])[CH2:12][O:11][C:10]([NH:16][C:17]([C:32]3[CH:37]=[CH:36][C:35](OC)=[CH:34][CH:33]=3)([C:24]3[CH:29]=[CH:28][C:27]([O:30][CH3:31])=[CH:26][CH:25]=3)[C:18]3[CH:23]=[CH:22][CH:21]=[CH:20][CH:19]=3)=[N:9]2)[C:5]([F:41])=[CH:4][CH:3]=1.[Cl:42][C:43]1[C:44]([C:53]([OH:55])=O)=[N:45][CH:46]=[C:47]([C:49]([F:52])([F:51])[F:50])[CH:48]=1.C1C=NC2N(O)N=NC=2C=1.Cl.CN([CH:70]=[O:71])C>C(OCC)(=O)C.C(Cl)CCl>[F:15][C:13]1([F:14])[CH2:12][O:11][C:10]([NH:16][C:17]([C:24]2[CH:25]=[CH:26][C:27]([O:30][CH3:31])=[CH:28][CH:29]=2)([C:32]2[CH:37]=[CH:36][CH:35]=[C:34]([O:71][CH3:70])[CH:33]=2)[C:18]2[CH:19]=[CH:20][CH:21]=[CH:22][CH:23]=2)=[N:9][C@@:8]1([C:6]1[N:7]=[C:2]([NH:1][C:53]([C:44]2[C:43]([Cl:42])=[CH:48][C:47]([C:49]([F:50])([F:51])[F:52])=[CH:46][N:45]=2)=[O:55])[CH:3]=[CH:4][C:5]=1[F:41])[CH3:40]. Reaction conditions: time 18 hour. The reactants are Cl (HCl), NC1=CC=C(C(=N1)[C@]1(N=C(OCC1(F)F)NC(C1=CC=CC=C1)(C1=CC=C(C=C1)OC)C1=CC=C(C=C1)OC)C)F ([(R)-4-(6-amino-3-fluoro-pyridin-2-yl)-5,5-difluoro-4-methyl-5,6-dihydro-4H-[1,3]oxazin-2-yl]-[bis-(4-methoxy-phenyl)-phenyl-methyl]-amine), ClC=1C(=NC=C(C1)C(F)(F)F)C(=O)O (3-chloro-5-(trifluoromethyl)-picolinic acid), C1=CC2=C(N=C1)N(N=N2)O (HOAt), CN(C)C=O (DMF). The yield is 29.2%. Procedure details: [(R)-4-(6-amino-3-fluoro-pyridin-2-yl)-5,5-difluoro-4-methyl-5,6-dihydro-4H-[1,3]oxazin-2-yl]-[bis-(4-methoxy-phenyl)-phenyl-methyl]-amine (250 mg, 0.444 mmol), 3-chloro-5-(trifluoromethyl)-picolinic acid (120 mg, 0.533 mmol) and HOAt (109 mg, 0.800 mmol) were dissolved in DMF (4.44 ml) under argon. EDC×HCl (128 mg, 0.667 mmol) was added and the reaction mixture was stirred at it for 18 hours. The reaction mixture was diluted with ethyl acetate, washed with water and brine, dried over sodium sul... Product: FC1([C@@](N=C(OC1)NC(C1=CC=CC=C1)(C1=CC(=CC=C1)OC)C1=CC=C(C=C1)OC)(C)C1=C(C=CC(=N1)NC(=O)C1=NC=C(C=C1Cl)C(F)(F)F)F)F (3-Chloro-5-trifluoromethyl-pyridine-2-carboxylic acid [6-((R)-5,5-difluoro-2-{[(4-methoxy-phenyl)-(3-methoxy-phenyl)-phenyl-methyl]-amino}-4-methyl-5,6-dihydro-4H-[1,3]oxazin-4-yl)-5-fluoro-pyridin-2-yl]-amide). The reactants are Cl.N12CC(C(CC1)CC2)NC(=O)C=2SC1=C(C2)C=C(C=C1)[N+](=O)[O-] (rac-N-(1-azabicyclo[2.2.2]oct-3-yl)-5-nitro-1-benzothiophene-2-carboxamide hydrochloride). The reagents and catalysts are [Zn] (zinc). The solvent is C(C)(=O)O (acetic acid), O (water). Reaction conditions: time 5 hour. The product is Cl.Cl.N12CC(C(CC1)CC2)NC(=O)C=2SC1=C(C2)C=C(C=C1)N (rac-N-(1-Azabicyclo[2.2.2]oct-3-yl)-5-amino-1-benzothiophene-2-carboxamide dihydrochloride). RXN SMILES: [ClH:1].[N:2]12[CH2:9][CH2:8][CH:5]([CH2:6][CH2:7]1)[CH:4]([NH:10][C:11]([C:13]1[S:14][C:15]3[CH:21]=[CH:20][C:19]([N+:22]([O-])=O)=[CH:18][C:16]=3[CH:17]=1)=[O:12])[CH2:3]2>C(O)(=O)C.O.[Zn]>[ClH:1].[ClH:1].[N:2]12[CH2:7][CH2:6][CH:5]([CH2:8][CH2:9]1)[CH:4]([NH:10][C:11]([C:13]1[S:14][C:15]3[CH:21]=[CH:20][C:19]([NH2:22])=[CH:18][C:16]=3[CH:17]=1)=[O:12])[CH2:3]2 |f:0.1,5.6.7|. Procedure details: 129 mg (0.35 mmol) of rac-N-(1-azabicyclo[2.2.2]oct-3-yl)-5-nitro-1-benzothiophene-2-carboxamide hydrochloride are dissolved in a mixture of 5 ml of acetic acid and 3 ml of water. 114.7 mg (1.75 mmol) of zinc are added, and the mixture is stirred at RT for 5 h. The reaction mixture is filtered through kieselguhr, the solvent is removed and the residue is taken up in dichloromethane. The resulting solution is washed with 1N aqueous sodium hydroxide solution. The organic phase is dried over sodium...